describe an organic reaction: reactants, conditions, products, and yield From a dataset of the Open Reaction Database (ORD), a public repository of structured organic reaction records. Reactants: N#N.C(C1=CC=CC=C1)OC(=O)N[C@H]([C@@H](C[C@@]1(N(CCC1)C(C)(C)C)C(=O)N)O)CC1=CC=CC=C1 (N2 [3(S)-(benzyloxyformamido)-2(R)-hydroxy-4-phenylbutyl]-N1 -tert.butyl-L-prolinamide). Reagents/catalysts: [Pd] (palladium-on-carbon). The solvent is C(C)O (ethanol). The product is N#N.N[C@H]([C@@H](C[C@@]1(N(CCC1)C(C)(C)C)C(=O)N)O)CC1=CC=CC=C1 (N2 [3(S)-amino-2(R)-hydroxy-4-phenylbutyl]-N1 -tert.butyl-L-prolinamide). Yield: 98.4%. Reaction SMILES: [N:1]#[N:2].C(OC([NH:13][C@@H:14]([CH2:30][C:31]1[CH:36]=[CH:35][CH:34]=[CH:33][CH:32]=1)[C@H:15]([OH:29])[CH2:16][C@@:17]1([C:26]([NH2:28])=[O:27])[CH2:21][CH2:20][CH2:19][N:18]1[C:22]([CH3:25])([CH3:24])[CH3:23])=O)C1C=CC=CC=1>C(O)C.[Pd]>[N:1]#[N:2].[NH2:13][C@@H:14]([CH2:30][C:31]1[CH:36]=[CH:35][CH:34]=[CH:33][CH:32]=1)[C@H:15]([OH:29])[CH2:16][C@@:17]1([C:26]([NH2:28])=[O:27])[CH2:21][CH2:20][CH2:19][N:18]1[C:22]([CH3:25])([CH3:23])[CH3:24] |f:0.1,4.5|. Procedure details: A solution of 0.46 g of N2 -[3(S)-(benzyloxyformamido)-2(R)-hydroxy-4-phenylbutyl]-N1 -tert.butyl-L-prolinamide in 40 ml of ethanol was hydrogenated over 40 mg of 10% palladium-on-carbon at room temperature and under atmospheric pressure for 1.5 hours to give 0.33 g of N2 -[3(S)-amino-2(R)-hydroxy-4-phenylbutyl]-N1 -tert.butyl-L-prolinamide as a gum which crystallized on standing. Reactants: C(=O)C1=CC=C(C(=O)OC)C=C1 (Methyl 4-formylbenzoate), C(CCCCC)N1C(CC(C2=CC(=CC=C12)C(C)=O)(C)C)=O (N-hexyl-6-acetyl 4,4-dimethyl-3,4-dihydro-1H-quinolin-2-one), C(CCCCC)N1C(CC(C2=CC(=CC=C12)C(C)=O)(C)C)=O (N-hexyl-6-acetyl 4,4-dimethyl-3,4-dihydro-1H-quinolin-2-one). Run in [OH-].[Na+] (NaOH), CO (methanol). Run at time 18 hour. Product: C(CCCCC)N1C(CC(C2=CC(=CC=C12)C(C=CC1=CC=C(C(=O)O)C=C1)=O)(C)C)=O (4-[3-(1-Hexyl-4,4-dimethyl-2-oxo-1,2,3,4-tetrahydro-quinolin-6-yl)-3-oxo-propenyl]-benzoic acid). The yield is 0.3%. Reaction SMILES: [CH:1]([C:3]1[CH:12]=[CH:11][C:6]([C:7]([O:9]C)=[O:8])=[CH:5][CH:4]=1)=O.[CH2:13]([N:19]1[C:28]2[C:23](=[CH:24][C:25]([C:29](=[O:31])[CH3:30])=[CH:26][CH:27]=2)[C:22]([CH3:33])([CH3:32])[CH2:21][C:20]1=[O:34])[CH2:14][CH2:15][CH2:16][CH2:17][CH3:18]>[OH-].[Na+].CO>[CH2:13]([N:19]1[C:28]2[C:23](=[CH:24][C:25]([C:29](=[O:31])[CH:30]=[CH:1][C:3]3[CH:12]=[CH:11][C:6]([C:7]([OH:9])=[O:8])=[CH:5][CH:4]=3)=[CH:26][CH:27]=2)[C:22]([CH3:33])([CH3:32])[CH2:21][C:20]1=[O:34])[CH2:14][CH2:15][CH2:16][CH2:17][CH3:18] |f:2.3|. Procedure: Methyl 4-formylbenzoate (22 mg, 13.4 mmol) was added to a solution of N-hexyl-6-acetyl 4,4-dimethyl-3,4-dihydro-1H-quinolin-2-one (Intermediate 6a, 40 mg, 13.3 mmol) in 2 mL of 1 N NaOH and 4 mL of methanol. After stirring at room temperature for 18 h, the reaction mixture was extracted with ethyl acetate (3×10 mL). The combined organic layer was washed with brine (1×10 mL), dried (MgSO4) and concentrated at reduced pressure. Purification by flash chormatography (50:49:1 hexane/ethyl acetate/ace...